This data is from the Open Reaction Database (ORD), a public repository of structured organic reaction records. The task is: describe an organic reaction: reactants, conditions, products, and yield Starting materials: C(C)(C)(C)OC(=O)N1CCC(=CC1)C1=C(C=CC=C1)OC (4-(2-methoxy-phenyl)-3,6-dihydro-2H-pyridine-1-carboxylic acid tert-butyl ester). The reagents and catalysts are [Pd] (Pd—C). The solvent is CCOC(=O)C (EtOAc). Reaction conditions: time 20 hour. The product is C(C)(C)(C)OC(=O)N1CCC(CC1)C1=C(C=CC=C1)OC (4-(2-Methoxy-phenyl)-piperidine-1-carboxylic acid tert-butyl ester). As a reaction SMILES: [C:1]([O:5][C:6]([N:8]1[CH2:13][CH:12]=[C:11]([C:14]2[CH:19]=[CH:18][CH:17]=[CH:16][C:15]=2[O:20][CH3:21])[CH2:10][CH2:9]1)=[O:7])([CH3:4])([CH3:3])[CH3:2]>CCOC(C)=O.[Pd]>[C:1]([O:5][C:6]([N:8]1[CH2:13][CH2:12][CH:11]([C:14]2[CH:19]=[CH:18][CH:17]=[CH:16][C:15]=2[O:20][CH3:21])[CH2:10][CH2:9]1)=[O:7])([CH3:4])([CH3:3])[CH3:2]. Reported procedure: A mixture of 4-(2-methoxy-phenyl)-3,6-dihydro-2H-pyridine-1-carboxylic acid tert-butyl ester (200 mg, 0.69 mmol), Pd—C 10% (30 mg) in EtOAc (5 mL) is hydrogenated at room temperature and atmospheric pressure for 20 h. The mixture is filtered over Celite, and the filtrate is evaporated to provide the title compound. Reactants: ClC1=C(C=C(C=C1)Cl)I (2,5 Dichloro 1-iodobenzol), C(C)(C)[Mg]Cl.[Cl-].[Li+] (isopropyl magnesium chloride lithium chloride), C(C)(=O)N1CCC(C(=O)Cl)CC1 (1-acetyl-isonipecotoyl chloride). Yields the product ClC1=C(C(=O)C2CCN(CC2)C(C)=O)C=C(C=C1)Cl (1-[4-(2,5-Dichloro-benzoyl)-piperidin-1-yl]-ethanone). As a reaction SMILES: [Cl:1][C:2]1[CH:7]=[CH:6][C:5]([Cl:8])=[CH:4][C:3]=1I.C([Mg]Cl)(C)C.[Cl-].[Li+].[C:17]([N:20]1[CH2:28][CH2:27][CH:23]([C:24](Cl)=[O:25])[CH2:22][CH2:21]1)(=[O:19])[CH3:18]>>[Cl:1][C:2]1[CH:7]=[CH:6][C:5]([Cl:8])=[CH:4][C:3]=1[C:24]([CH:23]1[CH2:22][CH2:21][N:20]([C:17](=[O:19])[CH3:18])[CH2:28][CH2:27]1)=[O:25] |f:1.2.3|. Procedure: The title compound was prepared according as described on example 65A18 from 2,5 Dichloro 1-iodobenzol, isopropyl magnesium chloride-lithium chloride (2M in THF) and 1-acetyl-isonipecotoyl chloride. (m/e): 301.1 (M+H+).